Dataset: the Open Reaction Database (ORD), a public repository of structured organic reaction records. Task: describe an organic reaction: reactants, conditions, products, and yield Starting materials: C1CCOC1, CON(C)C(=O)C1CN(C(=O)OC(C)(C)C)CCO1, COCCCC[Mg+], [Cl-], Cl. Product: COCCCCC(=O)C1CN(C(=O)OC(C)(C)C)CCO1. RXN SMILES: [CH2:29]1[O:30][CH2:31][CH2:32][CH2:33]1.[CH3:1][O:2][N:3]([C:4](=[O:5])[CH:6]1[O:7][CH2:8][CH2:9][N:10]([C:12](=[O:13])[O:14][C:15]([CH3:16])([CH3:17])[CH3:18])[CH2:11]1)[CH3:19].[CH3:21][O:22][CH2:23][CH2:24][CH2:25][CH2:26][Mg+:27].[Cl-:20].[ClH:28]>>[C:4](=[O:5])([CH:6]1[O:7][CH2:8][CH2:9][N:10]([C:12](=[O:13])[O:14][C:15]([CH3:16])([CH3:17])[CH3:18])[CH2:11]1)[CH2:26][CH2:25][CH2:24][CH2:23][O:22][CH3:21]. Starting materials: O=S1(CCN(CC1)CCN[C@]12[C@@H]([C@H]3CC[C@@H]4[C@]5(CC[C@@H](C([C@@H]5CC[C@]4([C@@]3(CC1)C)C)(C)C)C1=CC=C(C(=O)O)C=C1)C)[C@@H](CC2)C(C)C)=O (4-((1S,3aS,5aR,5bR,7aS,9S,11aS,11bR,13aR,13bR)-3a-((2-(1,1-dioxidothiomorpholino)ethyl)amino)-1-isopropyl-5a,5b,8,8,11a-pentamethylicosahydro-1H-cyclopenta[a]chrysen-9-yl)benzoic acid), ClCCN1CCN(CC1)S(=O)(=O)C (1-(2-chloroethyl)-4-(methylsulfonyl)piperazine). Product: C(C)(C)[C@@H]1CC[C@]2([C@H]1[C@H]1CC[C@@H]3[C@]4(CC[C@@H](C([C@@H]4CC[C@]3([C@@]1(CC2)C)C)(C)C)C2=CC=C(C(=O)O)C=C2)C)NCCN2CCN(CC2)S(=O)(=O)C (4-((1S,3aS,5aR,5bR,7aS,9S,11aS,11bR,13aR,13bR)-1-isopropyl-5a,5b,8,8,11a-pentamethyl-3a-((2-(4-(methylsulfonyl)piperazin-1-yl)ethyl)amino)icosahydro-1H-cyclopenta[a]chrysen-9-yl)benzoic acid), solid. The yield is 56.0%. As a reaction SMILES: O=S1(=O)CCN(CC[NH:10][C@:11]23[CH2:45][CH2:44][C@@H:43]([CH:46]([CH3:48])[CH3:47])[C@@H:12]2[C@@H:13]2[C@@:26]([CH3:29])([CH2:27][CH2:28]3)[C@@:25]3([CH3:30])[C@@H:16]([C@:17]4([CH3:42])[C@@H:22]([CH2:23][CH2:24]3)[C:21]([CH3:32])([CH3:31])[C@@H:20]([C:33]3[CH:41]=[CH:40][C:36]([C:37]([OH:39])=[O:38])=[CH:35][CH:34]=3)[CH2:19][CH2:18]4)[CH2:15][CH2:14]2)CC1.Cl[CH2:51][CH2:52][N:53]1[CH2:58][CH2:57][N:56]([S:59]([CH3:62])(=[O:61])=[O:60])[CH2:55][CH2:54]1>>[CH:46]([C@H:43]1[C@@H:12]2[C@@H:13]3[C@@:26]([CH3:29])([CH2:27][CH2:28][C@@:11]2([NH:10][CH2:51][CH2:52][N:53]2[CH2:58][CH2:57][N:56]([S:59]([CH3:62])(=[O:61])=[O:60])[CH2:55][CH2:54]2)[CH2:45][CH2:44]1)[C@@:25]1([CH3:30])[C@@H:16]([C@:17]2([CH3:42])[C@@H:22]([CH2:23][CH2:24]1)[C:21]([CH3:32])([CH3:31])[C@@H:20]([C:33]1[CH:41]=[CH:40][C:36]([C:37]([OH:39])=[O:38])=[CH:35][CH:34]=1)[CH2:19][CH2:18]2)[CH2:15][CH2:14]3)([CH3:48])[CH3:47]. Reported procedure: The title compound was prepared following the method described in Example B2 for the synthesis of 4-((1S,3aS,5aR,5bR,7aS,9S,11aS,11bR,13aR,13bR)-3a-((2-(1,1-dioxidothiomorpholino)ethyl)amino)-1-isopropyl-5a,5b,8,8,11a-pentamethylicosahydro-1H-cyclopenta[a]chrysen-9-yl)benzoic acid using 1-(2-chloroethyl)-4-(methylsulfonyl)piperazine (prepared as described below) as the alkylating reagent in Step 3. The product was isolated as a white solid (11 mg, 56%). LCMS: m/e 724.6 (M+H)+, 2.44 min (method 1...